From a dataset of the Open Reaction Database (ORD), a public repository of structured organic reaction records. describe an organic reaction: reactants, conditions, products, and yield The reactants are C1(=CC=C(C=C1)S(=O)(=O)N1C=C(C=2C1=NC=C(C2)C(F)(F)F)B2OC(C(O2)(C)C)(C)C)C (1-(p-tolylsulfonyl)-3-(4,4,5,5-tetramethyl-1,3,2-dioxaborolan-2-yl)-5-(trifluoromethyl)pyrrolo[2,3-b]pyridine), 153a, C(C)(C)(C)N(NC1=NC(=NC=C1F)Cl)CC(=O)OCC (ethyl 2-(1-tert-butyl-2-(2-chloro-5-fluoropyrimidin-4-yl)hydrazinyl)ethanoate), C(C)(C)(C)N(NC1=NC(=NC=C1F)Cl)CC(=O)OCC (ethyl 2-(1-tert-butyl-2-(2-chloro-5-fluoropyrimidin-4-yl)hydrazinyl)ethanoate), [O-]P(=O)([O-])[O-].[K+].[K+].[K+] (K3PO4), CC(C)C1=CC(=C(C(=C1)C(C)C)C2=C(C=CC=C2)P(C3CCCCC3)C4CCCCC4)C(C)C (X-phos). The reagents and catalysts are C=1C=CC(=CC1)/C=C/C(=O)/C=C/C2=CC=CC=C2.C=1C=CC(=CC1)/C=C/C(=O)/C=C/C2=CC=CC=C2.C=1C=CC(=CC1)/C=C/C(=O)/C=C/C2=CC=CC=C2.[Pd].[Pd] (Pd2(dba)3). The solvent is O (H2O). Run at temperature 120 celsius. The product is C(C)(C)(C)N(NC1=NC(=NC=C1F)C1=CN(C2=NC=C(C=C21)C(F)(F)F)S(=O)(=O)C2=CC=C(C)C=C2)CC(=O)OCC (ethyl 2-(1-tert-butyl-2-(5-fluoro-2-(1-tosyl-5-(trifluoromethyl)-1H-pyrrolo[2,3-b]pyridin-3-yl)pyrimidin-4-yl)hydrazinyl)ethanoate). As a reaction SMILES: [C:1]1([CH3:32])[CH:6]=[CH:5][C:4]([S:7]([N:10]2[C:14]3=[N:15][CH:16]=[C:17]([C:19]([F:22])([F:21])[F:20])[CH:18]=[C:13]3[C:12](B3OC(C)(C)C(C)(C)O3)=[CH:11]2)(=[O:9])=[O:8])=[CH:3][CH:2]=1.[C:33]([N:37]([CH2:47][C:48]([O:50][CH2:51][CH3:52])=[O:49])[NH:38][C:39]1[C:44]([F:45])=[CH:43][N:42]=[C:41](Cl)[N:40]=1)([CH3:36])([CH3:35])[CH3:34].[O-]P([O-])([O-])=O.[K+].[K+].[K+].CC(C1C=C(C(C)C)C(C2C=CC=CC=2P(C2CCCCC2)C2CCCCC2)=C(C(C)C)C=1)C>C1C=CC(/C=C/C(/C=C/C2C=CC=CC=2)=O)=CC=1.C1C=CC(/C=C/C(/C=C/C2C=CC=CC=2)=O)=CC=1.C1C=CC(/C=C/C(/C=C/C2C=CC=CC=2)=O)=CC=1.[Pd].[Pd].O>[C:33]([N:37]([CH2:47][C:48]([O:50][CH2:51][CH3:52])=[O:49])[NH:38][C:39]1[C:44]([F:45])=[CH:43][N:42]=[C:41]([C:12]2[C:13]3[C:14](=[N:15][CH:16]=[C:17]([C:19]([F:20])([F:22])[F:21])[CH:18]=3)[N:10]([S:7]([C:4]3[CH:3]=[CH:2][C:1]([CH3:32])=[CH:6][CH:5]=3)(=[O:8])=[O:9])[CH:11]=2)[N:40]=1)([CH3:36])([CH3:35])[CH3:34] |f:2.3.4.5,7.8.9.10.11|. Procedure: A solution of 1-(p-tolylsulfonyl)-3-(4,4,5,5-tetramethyl-1,3,2-dioxaborolan-2-yl)-5-(trifluoromethyl)pyrrolo[2,3-b]pyridine, 153a, (0.551 g, 1.181 mmol), ethyl 2-(1-tert-butyl-2-(2-chloro-5-fluoropyrimidin-4-yl)hydrazinyl)ethanoate, 152a, (0.300 g, 0.984 mmol) and K3PO4 (0.627 g, 2.953 mmol) in 2-MethylTHF (26 mL) and H2O (5 mL) was degassed under a stream of nitrogen for 45 minutes. To the reaction mixture was added X-phos (0.056 g, 0.118 mmol) and Pd2(dba)3 (0.022 g, 0.025 mmol). The reaction ... Reactants: ClC1(OC12CCC(CC2)(C2=CC=C(C=1OC3=C(C12)C=CC=C3)OC)C#N)C(=O)O (2-chloro-6-cyano-6-(4-methoxy-dibenzofuran-1-yl)-1-oxa-spiro[2.5]octane-2-carboxylic acid), O (Water). The solvent is CS(=O)C (DMSO). Run at temperature 100 celsius. Product: C(#N)C1(CCC(CC1)C(=O)O)C1=CC=C(C=2OC3=C(C21)C=CC=C3)OC (4-cyano-4-(4-methoxy-dibenzofuran-1-yl)-cyclohexane carboxylic acid). Reaction SMILES: Cl[C:2]1(C(O)=O)[C:4]2([CH2:9][CH2:8][C:7]([C:25]#[N:26])([C:10]3[C:18]4[C:17]5[CH:19]=[CH:20][CH:21]=[CH:22][C:16]=5[O:15][C:14]=4[C:13]([O:23][CH3:24])=[CH:12][CH:11]=3)[CH2:6][CH2:5]2)[O:3]1.[OH2:30]>CS(C)=O>[C:25]([C:7]1([C:10]2[C:18]3[C:17]4[CH:19]=[CH:20][CH:21]=[CH:22][C:16]=4[O:15][C:14]=3[C:13]([O:23][CH3:24])=[CH:12][CH:11]=2)[CH2:8][CH2:9][CH:4]([C:2]([OH:3])=[O:30])[CH2:5][CH2:6]1)#[N:26]. Procedure: At room temperature, to a solution of the epoxy acid (0.380 g, 0.0009 mol) (as formed in step 2) in DMSO (8 ml)/Water (0.8 ml) sodium chloride (0.055 g, 0.000.9 mol) was charged and the reaction mass was heated to 100° C. for 7 hrs. Once the product has formed, the reaction mass was quenched with water and extracted with ethyl acetate. The organic layer was dried with sodium sulfate and concentrated under vacuum. 4-cyano-4-(4-methoxy-dibenzofuran-1-yl)-cyclohexane carboxylic acid was isolated by... Reactants: ClC=1C(=NC=NC1)C(=O)OCC (5-Chloro-4-ethoxycarbonylpyrimidine), C([O-])(O)=O.[Na+] (sodium bicarbonate), C([O-])(O)=O.[Na+] (sodium bicarbonate), ClC=1C(=NC=NC1)C(=O)O (5-chloro-4-carboxypyrimidine), B(F)(F)F.CCOCC (boron trifluoride etherate). Solvent: C(C)O (ethanol), C(Cl)Cl (methylene chloride). Product: ClC=1C(=NC(NC1)=C=O)OCC (5-Chloro-4-ethoxy-carbonylpyrimidine). RXN SMILES: [Cl:1][C:2]1[C:3](C(OCC)=O)=[N:4][CH:5]=[N:6][CH:7]=1.ClC1[C:15]([C:20]([OH:22])=O)=NC=NC=1.B(F)(F)F.C[CH2:28][O:29]CC.C(=O)(O)[O-].[Na+]>C(Cl)Cl.C(O)C>[Cl:1][C:2]1[C:3]([O:22][CH2:20][CH3:15])=[N:4][C:5](=[C:28]=[O:29])[NH:6][CH:7]=1 |f:2.3,4.5|. Procedure details: 5-Chloro-4-ethoxycarbonylpyrimidine can be prepared by treating 5-chloro-4-carboxypyrimidine (40 g) with ethanol (400 cc) and boron trifluoride etherate (80 cc). After heating for 24 hours under reflux, the volatile materials are eliminated and then methylene chloride (250 cc) is added. An 8% (w/v) aqueous sodium bicarbonate solution (100 cc) is added and then the pH is adjusted to 6 by the addition of sodium bicarbonate powder. A further extraction is carried out with methylene chloride (300 cc... Starting materials: C1=CN=C(N=C1)N, C1=CN=C(C=C1Cl)Cl. The reagents and catalysts are C(=O)([O-])[O-].[Cs+].[Cs+], CC1(C2=C(C(=CC=C2)P(C3=CC=CC=C3)C4=CC=CC=C4)OC5=C1C=CC=C5P(C6=CC=CC=C6)C7=CC=CC=C7)C, CC(=O)O.CC(=O)O.[Pd]. The solvent is C1COCCO1. Conditions: temperature 100 celsius. Yields the product C1=CN=C(N=C1)NC2=NC=CC(=C2)Cl. Yield: 51.7%. Procedure: Palladium(II) acetate (0.061 g, 0.27 mmol) was added to 2,4-dichloropyridine (0.500 g, 3.38 mmol), 2-Aminopyrimidine (0.321 g, 3.38 mmol), 9,9-Dimethyl-4,5-bis(diphenylphosphino)xanthene (0.235 g, 0.41 mmol) and Cesium carbonate (2.202 g, 6.76 mmol) in dioxane (15 mL) at 20ºC under nitrogen. The resulting suspension was stirred at 100 °C for 90 minutes. Complete reaction by LCMS, cooled to room temperature. The reaction mixture was then filtered, washed with DCM and filtrate concentrated _in vac... Reactants: CC(C(=O)O)CCCC (2-methylhexanoic acid), ClC=1C=CC2=C(NC=3C(S2)=CN(C(C3C3=CC=C(C=C3)Cl)=O)CO)C1 (7-chloro-4-(4-chlorophenyl)-2-(hydroxymethyl)-5H-pyrido[3,4-b][1,4]benzothiazin-3(2H)-one), S(=O)(Cl)Cl (thionyl chloride), CCCCCC (Skellysolve B). The solvent is N1=CC=CC=C1 (pyridine). Conditions: time 16 hour. Product: ClC=1C=CC2=C(NC=3C(S2)=CN(C(C3C3=CC=C(C=C3)Cl)=O)COC(C(CCCC)C)=O)C1 (7-chloro-4-(4-chlorophenyl)-2-[(2-methyl-1-oxohexyloxy)methyl]-5H-pyrido[3,4-b][1,4]benzothiazin-3(2H)-one). Isolated yield 76.0%. RXN SMILES: [CH3:1][CH:2]([CH2:6][CH2:7][CH2:8][CH3:9])[C:3]([OH:5])=[O:4].S(Cl)(Cl)=O.CCCCCC.[Cl:20][C:21]1[CH:22]=[CH:23][C:24]2[S:29][C:28]3=[CH:30][N:31]([CH2:42]O)[C:32](=[O:41])[C:33]([C:34]4[CH:39]=[CH:38][C:37]([Cl:40])=[CH:36][CH:35]=4)=[C:27]3[NH:26][C:25]=2[CH:44]=1>N1C=CC=CC=1>[Cl:20][C:21]1[CH:22]=[CH:23][C:24]2[S:29][C:28]3=[CH:30][N:31]([CH2:42][O:4][C:3](=[O:5])[CH:2]([CH3:1])[CH2:6][CH2:7][CH2:8][CH3:9])[C:32](=[O:41])[C:33]([C:34]4[CH:39]=[CH:38][C:37]([Cl:40])=[CH:36][CH:35]=4)=[C:27]3[NH:26][C:25]=2[CH:44]=1. Procedure: A mixture of 1.4 g. of 2-methylhexanoic acid (10.8 mmol.) and 3 ml. of thionyl chloride (41.1 mmol.) in 20 ml. of Skellysolve B was refluxed on a steam bath for five hours. The mixture was then concentrated under reduced pressure and the residue azeotroped twice with 30 ml. of cyclohexane to yield a colorless oil. The oil was then added dropwise to a cold, stirred suspension of 1.2 g. of 7-chloro-4-(4-chlorophenyl)-2-(hydroxymethyl)-5H-pyrido[3,4-b][1,4]benzothiazin-3(2H)-one (3.1 mmol.) in 20 m...